From a dataset of the Open Reaction Database (ORD), a public repository of structured organic reaction records. describe an organic reaction: reactants, conditions, products, and yield Reaction SMILES: [B:24]([Br:25])([Br:26])[Br:27].[CH:1]([CH3:2])([CH3:3])[c:4]1[cH:5][c:6]([O:7][c:8]2[c:9]([CH3:18])[cH:10][c:11]([N+:15](=[O:16])[O-:17])[cH:12][c:13]2[CH3:14])[cH:19][cH:20][c:21]1[O:22][CH3:23].[Cl:28][CH2:29][Cl:30]>>[CH:1]([CH3:2])([CH3:3])[c:4]1[cH:5][c:6]([O:7][c:8]2[c:9]([CH3:18])[cH:10][c:11]([N+:15](=[O:16])[O-:17])[cH:12][c:13]2[CH3:14])[cH:19][cH:20][c:21]1[OH:22]. Product: Cc1cc([N+](=O)[O-])cc(C)c1Oc1ccc(O)c(C(C)C)c1. The reactants are BrB(Br)Br, COc1ccc(Oc2c(C)cc([N+](=O)[O-])cc2C)cc1C(C)C, ClCCl. Starting materials: C(C)OC=C(C(=O)OCC)C(=O)OCC (diethyl ethoxymethylenemalonate), CC1NC=2C=CC3=C(C2CC1)C=CC=C3 (3-methyl-1,2,3,4-tetrahydrobenzo[f]quinoline), polyphosphoric acid. The solvent is O (water). Conditions: temperature 200 celsius. Product: CC1N2CC(C(C3=C2C(CC1)=C1C=CC=CC1=C3)=O)C(=O)OCC (ethyl 1,2-dihydro-3-methyl-7-oxo-3H,5H-naphtho[1,2,3-ij]quinolizine-6-carboxylate). RXN SMILES: C(O[CH:4]=[C:5]([C:11]([O:13]CC)=O)[C:6]([O:8][CH2:9][CH3:10])=[O:7])C.[CH3:16][CH:17]1[CH2:26][CH2:25][C:24]2[C:23]3[CH:27]=[CH:28][CH:29]=[CH:30][C:22]=3[CH:21]=[CH:20][C:19]=2[NH:18]1>O>[CH3:16][CH:17]1[CH2:26][CH2:25][C:24]2=[C:23]3[C:22](=[CH:21][C:20]4=[C:19]2[N:18]1[CH2:4][CH:5]([C:6]([O:8][CH2:9][CH3:10])=[O:7])[C:11]4=[O:13])[CH:30]=[CH:29][CH:28]=[CH:27]3. Procedure: A mixture of diethyl ethoxymethylenemalonate (17.3 g., 0.08 mole) and 3-methyl-1,2,3,4-tetrahydrobenzo[f]quinoline (prepared by reduction of 1-chloro-3-methylbenzo[f]quinoline with rhodium on carbon) (15.8 g., 0.08 mole) was heated to 200° C., then slowly cooled to about 170° C. and maintained at that temperature for about three hours. After cooling to ambient temperature, polyphosphoric acid (100 g.) was added and the mixture was heated at 90° C. with manual stirring. The temperature was permit... Starting materials: CC1=C(C(=NO1)C1=C(C=CC=C1)C(F)(F)F)C(=O)OC (methyl 5-methyl-3-(2-(trifluoromethyl)phenyl)isoxazol-4-carboxylate), [OH-].[Na+] (sodium hydroxide). The solvent is CO (methanol). Conditions: temperature 30 celsius, time 7 hour. The product is CC1=C(C(=NO1)C1=C(C=CC=C1)C(F)(F)F)C(=O)O (5-methyl-3-(2-(trifluoromethyl)phenyl)isoxazol-4-carboxylic acid). Isolated yield 95.7%. RXN SMILES: [CH3:1][C:2]1[O:6][N:5]=[C:4]([C:7]2[CH:12]=[CH:11][CH:10]=[CH:9][C:8]=2[C:13]([F:16])([F:15])[F:14])[C:3]=1[C:17]([O:19]C)=[O:18].[OH-].[Na+]>CO>[CH3:1][C:2]1[O:6][N:5]=[C:4]([C:7]2[CH:12]=[CH:11][CH:10]=[CH:9][C:8]=2[C:13]([F:16])([F:14])[F:15])[C:3]=1[C:17]([OH:19])=[O:18] |f:1.2|. Reported procedure: methyl 5-methyl-3-(2-(trifluoromethyl)phenyl)isoxazol-4-carboxylate (6.0 g, 21.03 mmol) was dissolved in methanol (60 mL), added with 3% sodium hydroxide aqueous solution (60 mL), stirred at 30° C. for 7 hours, and vacuum-evaporated so as to remove methanol. The remaining solution was washed with ethyl acetate (20 mL), and the aqueous layer was neutralized by a hydrochloric acid aqueous solution. Then, the produced crystal was filtered, washed with purified water (50 mL), and dried so as to prov... Starting materials: C(C=C)C1=C(C(=CC=2C(C3=CC=CC=C3OC12)=O)Cl)O (4-allyl-2-chloro-3-hydroxy-9-oxo-9H-xanthene), ClC1=CC(=CC=C1)C(=O)OO (m-chloroperbenzoic acid), C(Cl)(Cl)Cl (chloroform), C([O-])([O-])=O.[K+].[K+] (potassium carbonate). The solvent is O (water). Conditions: time 5 hour. Product: ClC1=CC=2C(C=3C=CC=CC3OC2C2=C1OC(C2)C(=O)O)=O (4-chloro-1,2-dihydro-6-oxo-6H-furo[2,3-c]xanthene-2-carboxylic acid). Isolated yield 53.1%. Reaction SMILES: [CH2:1]([C:4]1[C:17]2[O:16][C:15]3[C:10](=[CH:11][CH:12]=[CH:13][CH:14]=3)[C:9](=[O:18])[C:8]=2[CH:7]=[C:6]([Cl:19])[C:5]=1[OH:20])[CH:2]=C.ClC1C=CC=C(C(OO)=O)C=1.C(Cl)(Cl)Cl.[C:36](=[O:39])([O-])[O-:37].[K+].[K+]>O>[Cl:19][C:6]1[C:5]2[O:20][CH:2]([C:36]([OH:37])=[O:39])[CH2:1][C:4]=2[C:17]2[O:16][C:15]3[CH:14]=[CH:13][CH:12]=[CH:11][C:10]=3[C:9](=[O:18])[C:8]=2[CH:7]=1 |f:3.4.5|. Procedure details: A mixture of 4-allyl-2-chloro-3-hydroxy-9-oxo-9H-xanthene (2.9 g), m-chloroperbenzoic acid (3.5 g) and chloroform (300 ml) was stirred at room temperature for 5 hours and thereafter left to stand overnight. To the mixture, potassium carbonate (10 g) and water (200 ml) were added and the resulting mixture was extracted with chloroform. The chloroform layer was dried and the solvent was distilled off. The obtained 4-chloro-1,2-dihydro-2-hydroxymethyl-6-oxo-6H-furo[2,3-c]xanthene was dissolved in a... The reactants are ClC1=NN(C=C1N(C(CCNC)=O)CC)C=1C=NC=CC1 (N-(3-chloro-1-(pyridin-3-yl)-1H-pyrazol-4-yl)-N-ethyl-3-(methyl amino)propanamide), N1=CC=CC=C1 (pyridine), FC(CC(=O)Cl)(F)F (3,3,3-trifluoropropanoyl chloride). Reagents/catalysts: CN(C)C=1C=CN=CC1 (DMAP). Run in C(Cl)Cl (CH2Cl2), O (water). Conditions: time 8 hour. Yields the product ClC1=NN(C=C1N(C(CCN(C(CC(F)(F)F)=O)C)=O)CC)C=1C=NC=CC1 (N-(3-((3-chloro-1-(pyridin-3-yl)-1H-pyrazol-4-yl)(ethyl)amino)-3-oxopropyl)-3,3,3-trifluoro-N-methylpropanamide), semi-solid. Yield: 63.0%. Reaction SMILES: [Cl:1][C:2]1[C:6]([N:7]([CH2:14][CH3:15])[C:8](=[O:13])[CH2:9][CH2:10][NH:11][CH3:12])=[CH:5][N:4]([C:16]2[CH:17]=[N:18][CH:19]=[CH:20][CH:21]=2)[N:3]=1.N1C=CC=CC=1.[F:28][C:29]([F:35])([F:34])[CH2:30][C:31](Cl)=[O:32]>C(Cl)Cl.CN(C1C=CN=CC=1)C.O>[Cl:1][C:2]1[C:6]([N:7]([CH2:14][CH3:15])[C:8](=[O:13])[CH2:9][CH2:10][N:11]([CH3:12])[C:31](=[O:32])[CH2:30][C:29]([F:35])([F:34])[F:28])=[CH:5][N:4]([C:16]2[CH:17]=[N:18][CH:19]=[CH:20][CH:21]=2)[N:3]=1. Reported procedure: A solution of N-(3-chloro-1-(pyridin-3-yl)-1H-pyrazol-4-yl)-N-ethyl-3-(methyl amino)propanamide (0.070 g, 0.23 mmol) in dry CH2Cl2 (0.76 mL) was cooled to a temperature of about 0° C. under N2. To the solution, DMAP (0.014 g, 0.11 mmol), pyridine (0.028 mL, 0.34 mmol), and 3,3,3-trifluoropropanoyl chloride (0.026 mL, 0.25 mmol) were added sequentially. The reaction was slowly warmed up to room temperature under N2, then stirred at room temperature overnight. The reaction was diluted with water (... The reactants are CN(C)CCCl, Cc1ccccc1, N#CCc1ccccc1, O. Product: CN(C)CCC(C#N)c1ccccc1. Reaction SMILES: [CH3:10][N:11]([CH2:12][CH2:13][Cl:14])[CH3:15].[CH3:17][c:18]1[cH:19][cH:20][cH:21][cH:22][cH:23]1.[N:1]#[C:2][CH2:3][c:4]1[cH:5][cH:6][cH:7][cH:8][cH:9]1.[OH2:16]>>[N:1]#[C:2][CH:3]([c:4]1[cH:5][cH:6][cH:7][cH:8][cH:9]1)[CH2:13][CH2:12][N:11]([CH3:10])[CH3:15]. Reactants: NC=1N=CC2=C(N1)NC(S2)=O (5-Amino-3H-thiazol[4,5-d]pyrimidin-2-one), C(C)(=O)O.C(C)(=O)O.C(C)(=O)O.C(C)(=O)O.C(C)(=O)O[C@H]1[C@H](OC(C)=O)[C@H](OC(C)=O)[C@H](O1)COC(C)=O (1,2,3,5-tetra-O-acetyl-β-D-ribofuranose tetraacetate), bis(p-nitrophenyl)hydrogen phosphate. Reaction conditions: temperature 150 celsius. The product is NC=1N=CC2=C(N1)N(C(S2)=O)[C@H]2[C@H](OC(C)=O)[C@H](OC(C)=O)[C@H](O2)COC(C)=O (5-Amino-3-(2′,3′,5′-tri-O-acetyl-β-D-ribofuranosyl)-3H-thiazolo[4,5-d]pyrimidin-2-one). The yield is 39.9%. As a reaction SMILES: [NH2:1][C:2]1[N:3]=[CH:4][C:5]2[S:10][C:9](=[O:11])[NH:8][C:6]=2[N:7]=1.C(O)(=O)C.C(O)(=O)C.C(O)(=O)C.C(O)(=O)C.C(O[C@@H:32]1[O:44][C@H:43]([CH2:45][O:46][C:47](=[O:49])[CH3:48])[C@@H:38]([O:39][C:40](=[O:42])[CH3:41])[C@H:33]1[O:34][C:35](=[O:37])[CH3:36])(=O)C>>[NH2:1][C:2]1[N:3]=[CH:4][C:5]2[S:10][C:9](=[O:11])[N:8]([C@@H:32]3[O:44][C@H:43]([CH2:45][O:46][C:47](=[O:49])[CH3:48])[C@@H:38]([O:39][C:40](=[O:42])[CH3:41])[C@H:33]3[O:34][C:35](=[O:37])[CH3:36])[C:6]=2[N:7]=1 |f:1.2.3.4.5|. Reported procedure: Compound 86 (62 mg, 0.4 mmol), 1,2,3,5-tetra-O-acetyl-β-D-ribofuranose tetraacetate (128 mg, 0.4 mmol), and catalytic bis(p-nitrophenyl)hydrogen phosphate (13 mg, 0.04 mmol) were mixed and placed in a 500 ml flask. The reaction vessel was carefully placed under vacuum (˜5.0 mmHg) and lowered into an oil bath heated at 150° C. for 10 minutes. After cooling to room temperature, the solids were washed with ethyl acetate. The crude product was purified by flash column. (silica, 5 to 35% ethyl acetat... Reactants: halobenzenes, 1,2-diphenylacetylenes, C(C)(C)(C)OC(N(C)C1=CC=C(C=C1)I)=O ((4-Iodo-phenyl)-methyl-carbamic acid tert-butyl ester), C(CCC#C)O (4-pentin-1-ol), alkynes, phenylacetylenes, C(CCC#C)O (4-pentin-1-ol). The reagents and catalysts are C=1C=CC(=CC1)[P](C=2C=CC=CC2)(C=3C=CC=CC3)[Pd]([P](C=4C=CC=CC4)(C=5C=CC=CC5)C=6C=CC=CC6)([P](C=7C=CC=CC7)(C=8C=CC=CC8)C=9C=CC=CC9)[P](C=1C=CC=CC1)(C=1C=CC=CC1)C=1C=CC=CC1 (Pd(PPh3)4). The solvent is N1CCCCC1 (piperidine). Conditions: temperature 45 celsius, time 10 minute. Yields the product C(C)(C)(C)OC(N(C)C1=CC=C(C=C1)C#CCCCO)=O ([4-(5-Hydroxy-pent-1-ynyl)-phenyl]-methyl-carbamic acid tert-butyl ester). Isolated yield 115.8%. As a reaction SMILES: [C:1]([O:5][C:6](=[O:16])[N:7]([C:9]1[CH:14]=[CH:13][C:12](I)=[CH:11][CH:10]=1)[CH3:8])([CH3:4])([CH3:3])[CH3:2].[CH2:17]([OH:22])[CH2:18][CH2:19][C:20]#[CH:21]>N1CCCCC1.C1C=CC([P]([Pd]([P](C2C=CC=CC=2)(C2C=CC=CC=2)C2C=CC=CC=2)([P](C2C=CC=CC=2)(C2C=CC=CC=2)C2C=CC=CC=2)[P](C2C=CC=CC=2)(C2C=CC=CC=2)C2C=CC=CC=2)(C2C=CC=CC=2)C2C=CC=CC=2)=CC=1>[C:1]([O:5][C:6](=[O:16])[N:7]([C:9]1[CH:14]=[CH:13][C:12]([C:21]#[C:20][CH2:19][CH2:18][CH2:17][OH:22])=[CH:11][CH:10]=1)[CH3:8])([CH3:4])([CH3:3])[CH3:2] |^1:32,34,53,72|. Reported procedure: The synthesis was performed following a procedure of Stara, Irena G.; Stary, Ivo; Kollarovic, Adrian; Teply, Filip; Saman, David; Fiedler, Pavel. Coupling reactions of halobenzenes with alkynes. The synthesis of phenylacetylenes and symmetrical or unsymmetrical 1,2-diphenylacetylenes. Collect. Czech. Chem. Commun. (1999), 64(4), 649-672. A solution of 4.45 g (12.5 mmol) of (4-Iodo-phenyl)-methyl-carbamic acid tert-butyl ester in 25 ml piperidine was degassed (argon) and treated with 722 mg (0.62... Product: COc1ncnc(N)c1C(F)(F)F. Reaction SMILES: [CH2:16]([OH:17])[CH2:18][CH2:19][CH3:20].[F:1][c:2]1[n:3][cH:4][n:5][c:6]([O:12][CH3:13])[c:7]1[C:8]([F:9])([F:10])[F:11].[NH4+:14].[OH-:15]>>[c:2]1([NH2:14])[n:3][cH:4][n:5][c:6]([O:12][CH3:13])[c:7]1[C:8]([F:9])([F:10])[F:11]. Reactants: CCCCO, COc1ncnc(F)c1C(F)(F)F, [NH4+], [OH-]. The reactants are [H-].C(C(C)C)[Al+]CC(C)C (Diisobutylaluminum hydride), FC1=CC=C(C=C1)C1=NC(=NC(=C1C(=O)OCC)C(C)C)C1=CC=CC=C1 (4-(4-fluorophenyl)-6-(1-methylethyl)-2-phenyl-5-ethoxycarbonyl-pyrimidine). Solvent: O1CCCC1 (THF), O1CCCC1 (tetrahydrofuran), CCCCCC (hexane). Reaction conditions: time 3 hour. The product is FC1=CC=C(C=C1)C1N=C(N=C(C1=CO)C(C)C)C1=CC=CC=C1 (4-(4-Fluorophenyl)-6-(1-methylethyl)-2-phenyl-5-hydroxymethylene-pyrimidine). The yield is 76.0%. RXN SMILES: [H-].C([Al+]CC(C)C)C(C)C.[F:11][C:12]1[CH:17]=[CH:16][C:15]([C:18]2[C:23]([C:24](OCC)=[O:25])=[C:22]([CH:29]([CH3:31])[CH3:30])[N:21]=[C:20]([C:32]3[CH:37]=[CH:36][CH:35]=[CH:34][CH:33]=3)[N:19]=2)=[CH:14][CH:13]=1>O1CCCC1.CCCCCC>[F:11][C:12]1[CH:13]=[CH:14][C:15]([CH:18]2[C:23](=[CH:24][OH:25])[C:22]([CH:29]([CH3:31])[CH3:30])=[N:21][C:20]([C:32]3[CH:33]=[CH:34][CH:35]=[CH:36][CH:37]=3)=[N:19]2)=[CH:16][CH:17]=1 |f:0.1|. Procedure details: Diisobutylaluminum hydride (DIBAL-H) (1M in tetrahydrofuran (THF) (55 ml, 55 mmol) was added dropwise to a 0° C. solution of 4-(4-fluorophenyl)-6-(1-methylethyl)-2-phenyl-5-ethoxycarbonyl-pyrimidine obtained in step (ii) above (4.000 gm, 11 mmol) in THF (50 ml). The solution was then allowed to warm to room temperature and the mixture stirred for 3 hours. The solution was then cooled to 0° C. and quenched with saturated NH4Cl (55 ml). The solution was diluted with ether (100 ml) and the mixture ...